Dataset: the Open Reaction Database (ORD), a public repository of structured organic reaction records. Task: describe an organic reaction: reactants, conditions, products, and yield Starting materials: COC(=O)c1ccc([N+](=O)[O-])c(C(=O)O)c1, CN(C)C=O, CCN(C(C)C)C(C)C, [Cl-], O=C(Cl)C(=O)Cl, ClCCl, Nc1ccc(Cl)cc1, [NH4+]. Yields the product COC(=O)c1ccc([N+](=O)[O-])c(C(=O)Nc2ccc(Cl)cc2)c1. RXN SMILES: [CH3:1][O:2][C:3](=[O:4])[c:5]1[cH:6][cH:7][c:8]([N+:14](=[O:15])[O-:16])[c:9]([C:10](=[O:11])[OH:12])[cH:13]1.[CH3:45][N:46]([CH3:47])[CH:48]=[O:49].[CH:31]([N:32]([CH2:33][CH3:34])[CH:35]([CH3:36])[CH3:37])([CH3:38])[CH3:39].[Cl-:40].[Cl:17][C:18]([C:19]([Cl:20])=[O:21])=[O:22].[Cl:42][CH2:43][Cl:44].[NH2:23][c:24]1[cH:25][cH:26][c:27]([Cl:28])[cH:29][cH:30]1.[NH4+:41]>>[CH3:1][O:2][C:3](=[O:4])[c:5]1[cH:6][cH:7][c:8]([N+:14](=[O:15])[O-:16])[c:9]([C:10](=[O:12])[NH:23][c:24]2[cH:25][cH:26][c:27]([Cl:28])[cH:29][cH:30]2)[cH:13]1.